Dataset: the Open Reaction Database (ORD), a public repository of structured organic reaction records. Task: describe an organic reaction: reactants, conditions, products, and yield Starting materials: ClC=1C(=NC(=C(C1Cl)Cl)F)F (3,4,5-trichlorodifluoropyridine), [OH-].[Na+] (sodium hydroxide), [OH-].[Na+] (sodium hydroxide), [OH-].[Na+] (sodium hydroxide). Solvent: O (water), O1CCOCC1 (dioxan), O (water), O (water). Run at time 2 hour. Product: ClC=1C(NC(=C(C1Cl)Cl)F)=O (3,4,5-trichloro-6-fluoro-2-pyridone). RXN SMILES: [Cl:1][C:2]1[C:3](F)=[N:4][C:5]([F:10])=[C:6]([Cl:9])[C:7]=1[Cl:8].[OH-:12].[Na+]>O1CCOCC1.O>[Cl:1][C:2]1[C:3](=[O:12])[NH:4][C:5]([F:10])=[C:6]([Cl:9])[C:7]=1[Cl:8] |f:1.2|. Reported procedure: A solution of 3,4,5-trichlorodifluoropyridine (21.8 g.) in dioxan (220 ml.) was refluxed with a solution of sodium hydroxide (8 g.) in water (40 ml.). After 2 hours a further 8 g. of sodium hydroxide in water (40 ml.) was added (4 molar equivalents of sodium hydroxide in toto). After a further 2 hours, water was added to produce a homogeneous solution which was acidified to precipitate the product (17.6 g., m.p. 170°-4°). After initial purification by charcoal and silica gel column, crystallisat... Starting materials: [N+](=O)([O-])C=1C=C(C=O)C=CC1 (3-nitrobenzaldehyde), C(C)OC(CC(=O)C(=O)OCC)=O (oxalacetic acid diethyl ester), C(C)OC(C=C(N)CC)=O (β-ethyl-β-aminoacrylic acid ethyl ester). Solvent: C(C)O (ethanol). Product: C(C)OC(=O)C1=C(NC(=C(C1C1=CC(=CC=C1)[N+](=O)[O-])C(=O)OCC)C(=O)OCC)CC (2-Ethyl-4-(3'-nitrophenyl)-1,4-dihydropyridine-3,5,6-tricarboxylic acid triethyl ester). Yield: 68.0%. Reaction SMILES: [N+:1]([C:4]1[CH:5]=[C:6]([CH:9]=[CH:10][CH:11]=1)[CH:7]=O)([O-:3])=[O:2].[CH2:12]([O:14][C:15](=[O:24])[CH2:16][C:17]([C:19]([O:21][CH2:22][CH3:23])=[O:20])=O)[CH3:13].[CH2:25]([O:27][C:28](=[O:34])[CH:29]=[C:30]([CH2:32][CH3:33])[NH2:31])[CH3:26]>C(O)C>[CH2:25]([O:27][C:28]([C:29]1[CH:7]([C:6]2[CH:9]=[CH:10][CH:11]=[C:4]([N+:1]([O-:3])=[O:2])[CH:5]=2)[C:16]([C:15]([O:14][CH2:12][CH3:13])=[O:24])=[C:17]([C:19]([O:21][CH2:22][CH3:23])=[O:20])[NH:31][C:30]=1[CH2:32][CH3:33])=[O:34])[CH3:26]. Reported procedure: 7.5 g of 3-nitrobenzaldehyde, 9.5 g of oxalacetic acid diethyl ester and 7.2 g of β-ethyl-β-aminoacrylic acid ethyl ester in 40 ccs of ethanol are heated to the boil for several hours, and after cooling, filtration and washing (ether/petroleum ether) yellow crystals of melting point 153°C are obtained in 68% yield. Reactants: C(C1=CC=CC=C1)OC(=O)NC1C(NOC1C(=O)OC)=O (4-benzyloxycarbonylamino-5-methoxycarbonyl-3-isoxazolidinone), O.N (ammonia water). Conditions: time 20 minute. Yields the product C(C1=CC=CC=C1)OC(=O)NC1C(NOC1C(N)=O)=O (4-benzyloxycarbonylamino-5-carbamoyl-3-isoxazolidinone). Reaction SMILES: [CH2:1]([O:8][C:9]([NH:11][CH:12]1[CH:16]([C:17](OC)=[O:18])[O:15][NH:14][C:13]1=[O:21])=[O:10])[C:2]1[CH:7]=[CH:6][CH:5]=[CH:4][CH:3]=1.O.[NH3:23]>>[CH2:1]([O:8][C:9]([NH:11][CH:12]1[CH:16]([C:17](=[O:18])[NH2:23])[O:15][NH:14][C:13]1=[O:21])=[O:10])[C:2]1[CH:7]=[CH:6][CH:5]=[CH:4][CH:3]=1 |f:1.2|. Procedure: In 2.4 ml of concentrated ammonia water was dissolved 150 mg of 4-benzyloxycarbonylamino-5-methoxycarbonyl-3-isoxazolidinone (mixture of 4,5-cis compound and -trans compound). The solution was left standing at room temperature for 20 minutes, which was concentrated to dryness under reduced pressure. Ether was added to the concentrate to give 138 mg of 4-benzyloxycarbonylamino-5-carbamoyl-3-isoxazolidinone as crystals. Starting materials: COC(C1=CC=C(C=C1)C=1N=C(N(C1C(=O)N1CCC(CC1)N1CCCC1)C)C1=CC(=CC=C1)CCCCCC)=O (4-[2-(3-Hexyl-phenyl)-1-methyl-5-(4-pyrrolidin-1-yl-piperidine-1-carbonyl)-1H-imidazol-4-yl]-benzoic acid methyl ester), [OH-].[Li+] (lithium hydroxide). Solvent: C1CCOC1.CO (THF MeOH). Conditions: temperature 50 celsius, time 10 hour. Yields the product C(CCCCC)C=1C=C(C=CC1)C=1N(C(=C(N1)C1=CC=C(C(=O)O)C=C1)C(=O)N1CCC(CC1)N1CCCC1)C (4-[2-(3-Hexyl-phenyl)-1-methyl-5-(4-pyrrolidin-1-yl-piperidine-1-carbonyl)-1H-imidazol-4-yl]-benzoic acid). The yield is 88.7%. As a reaction SMILES: C[O:2][C:3](=[O:41])[C:4]1[CH:9]=[CH:8][C:7]([C:10]2[N:11]=[C:12]([C:29]3[CH:34]=[CH:33][CH:32]=[C:31]([CH2:35][CH2:36][CH2:37][CH2:38][CH2:39][CH3:40])[CH:30]=3)[N:13]([CH3:28])[C:14]=2[C:15]([N:17]2[CH2:22][CH2:21][CH:20]([N:23]3[CH2:27][CH2:26][CH2:25][CH2:24]3)[CH2:19][CH2:18]2)=[O:16])=[CH:6][CH:5]=1.[OH-].[Li+]>C1COCC1.CO>[CH2:35]([C:31]1[CH:30]=[C:29]([C:12]2[N:13]([CH3:28])[C:14]([C:15]([N:17]3[CH2:18][CH2:19][CH:20]([N:23]4[CH2:24][CH2:25][CH2:26][CH2:27]4)[CH2:21][CH2:22]3)=[O:16])=[C:10]([C:7]3[CH:8]=[CH:9][C:4]([C:3]([OH:41])=[O:2])=[CH:5][CH:6]=3)[N:11]=2)[CH:34]=[CH:33][CH:32]=1)[CH2:36][CH2:37][CH2:38][CH2:39][CH3:40] |f:1.2,3.4|. Procedure: To a solution of 0.15 g (0.27 mmol) of 4-[2-(3-hexyl-phenyl)-1-methyl-5-(4-pyrrolidin-1-yl-piperidine-1-carbonyl)-1H-imidazol-4-yl]-benzoic acid methyl ester (example 10) in 10 ml of THF/MeOH 1:1 was added drop by drop 0.67 ml (0.67 mmol) of lithium hydroxide solution (1 molar in water) and the reaction mixture was heated up to 50° C. After 10 hours, the solvents were evaporated and the residue poured into crashed ice, acidified with HCl (25% in water) and extracted twice with CH2Cl2/2-propanol ... Starting materials: O (water), [Li]C(C)(C)C (t-BuLi), C[Si](CCOCOC=1C=NC=CC1)(C)C (3-(2-trimethylsilanyl-ethoxymethoxy)-pyridine), Cl[Si](C)(C)C (chlorotrimethylsilane). The solvent is CCOCC (Et2O). Run at time 1 hour. The product is C[Si](C1=C(C=NC=C1)OCOCC[Si](C)(C)C)(C)C (4-trimethylsilanyl-3-(2-trimethylsilanyl-ethoxymethoxy)-pyridine). The yield is 60.0%. As a reaction SMILES: [Li]C(C)(C)C.[CH3:6][Si:7]([CH3:20])([CH3:19])[CH2:8][CH2:9][O:10][CH2:11][O:12][C:13]1[CH:14]=[N:15][CH:16]=[CH:17][CH:18]=1.Cl[Si:22]([CH3:25])([CH3:24])[CH3:23].O>CCOCC>[CH3:23][Si:22]([CH3:25])([CH3:24])[C:18]1[CH:17]=[CH:16][N:15]=[CH:14][C:13]=1[O:12][CH2:11][O:10][CH2:9][CH2:8][Si:7]([CH3:20])([CH3:19])[CH3:6]. Reported procedure: Add t-BuLi dropwise to a −78° C. solution of 3-(2-trimethylsilanyl-ethoxymethoxy)-pyridine (1.98 g, 8,8 mmol) in Et2O (25 mL, freshly distilled over Na0). After 1 hour, add chlorotrimethylsilane (1.33 mL, 10.5 mmol) dropwise and allow reaction to warm slowly to RT. After 1.5 hours, add water (5 mL) dropwise to quench. Wash with saturated NaHCO3 solution and brine. Dry the combined organic layers over MgSO4 and concentrate. Purify the residue by flash chromatography on silica gel eluting with 0-3... Starting materials: O=[N+]([O-])c1ncccc1Br, C=C[Sn](CCCC)(CCCC)CCCC, CN(C)C=O, [F-], [K+], O, Cl[Pd]Cl, c1ccc(P(c2ccccc2)c2ccccc2)cc1, c1ccc(P(c2ccccc2)c2ccccc2)cc1. Yields the product C=Cc1cccnc1[N+](=O)[O-]. As a reaction SMILES: [Br:1][c:2]1[c:3]([N+:8](=[O:9])[O-:10])[n:4][cH:5][cH:6][cH:7]1.[CH2:11]([CH2:12][CH2:24][CH3:25])[Sn:13]([CH2:14][CH2:15][CH2:16][CH3:17])([CH2:18][CH2:19][CH2:20][CH3:21])[CH:22]=[CH2:23].[CH3:26][N:27]([CH3:28])[CH:29]=[O:30].[F-:31].[K+:32].[OH2:74].[Pd:33]([Cl:34])[Cl:35].[c:36]1([P:37]([c:38]2[cH:39][cH:40][cH:41][cH:42][cH:43]2)[c:44]2[cH:45][cH:46][cH:47][cH:48][cH:49]2)[cH:50][cH:51][cH:52][cH:53][cH:54]1.[c:55]1([P:56]([c:57]2[cH:58][cH:59][cH:60][cH:61][cH:62]2)[c:63]2[cH:64][cH:65][cH:66][cH:67][cH:68]2)[cH:69][cH:70][cH:71][cH:72][cH:73]1>>[c:2]1([CH:11]=[CH2:12])[c:3]([N+:8](=[O:9])[O-:10])[n:4][cH:5][cH:6][cH:7]1. Starting materials: C(C)OC(\C=C/C(=O)O)=O (maleic acid monoethyl ester), N[C@@H](CC(=O)O)C(=O)O (aspartic acid), CN(CCCN)C (3-dimethylaminopropylamine), crude product. Solvent: C(C)N(CC)CC (triethylamine). The product is C(C)OC(C[C@H](NCCCN(C)C)C(=O)O)=O (N-(3'-Dimethylaminopropyl)-aspartic acid-4-ethyl ester). As a reaction SMILES: [CH2:1]([O:3][C:4](=[O:10])/[CH:5]=[CH:6]\[C:7]([OH:9])=[O:8])[CH3:2].[CH3:11][N:12]([CH3:17])[CH2:13][CH2:14][CH2:15][NH2:16].N[C@H](C(O)=O)CC(O)=O>C(N(CC)CC)C>[CH2:1]([O:3][C:4](=[O:10])[CH2:5][C@@H:6]([C:7]([OH:9])=[O:8])[NH:16][CH2:15][CH2:14][CH2:13][N:12]([CH3:17])[CH3:11])[CH3:2]. Procedure details: In a manner analogous to that of Example 1, 360.3 g (2.5 mols) of maleic acid monoethyl ester are placed into the glass flask and, with cooling, 500 ml of triethylamine are added dropwise. 306.5 g (2.5 mols+20% excess) of 3-dimethylaminopropylamine are subsequently added, and the reaction mixture is reacted at 64°-90° C. for 50 minutes. The crude product is processed according to Example 1, and the yield is 568.2 g (92.3% of theory) of a white crystalline aspartic acid derivative having a meltin... Starting materials: [H-].[Na+] (sodium hydride), C(C=C)OCC1CCC(O1)CO (tetrahydro-5-[(2-propenyloxy)methyl]-2-furanmethanol), ClCC(=O)N(CCC)CCC (2-chloro-N,N-dipropylacetamide), O (water). The solvent is CS(=O)C (dimethyl sulfoxide), CS(=O)C (dimethyl sulfoxide). The product is C(CC)N(C(COCC1OC(CC1)COCC=C)=O)CCC (N,N-Dipropyl-2-[[tetrahydro-5-[(2-propenyloxy)methyl]-2-furanyl]methoxy]acetamide). Yield: 141.0%. Reaction SMILES: [CH2:1]([O:4][CH2:5][CH:6]1[O:10][CH:9]([CH2:11][OH:12])[CH2:8][CH2:7]1)[CH:2]=[CH2:3].Cl[CH2:14][C:15]([N:17]([CH2:21][CH2:22][CH3:23])[CH2:18][CH2:19][CH3:20])=[O:16].[H-].[Na+].O>CS(C)=O>[CH2:18]([N:17]([CH2:21][CH2:22][CH3:23])[C:15](=[O:16])[CH2:14][O:12][CH2:11][CH:9]1[CH2:8][CH2:7][CH:6]([CH2:5][O:4][CH2:1][CH:2]=[CH2:3])[O:10]1)[CH2:19][CH3:20] |f:2.3|. Procedure: A mixture of 6.89 g of tetrahydro-5-[(2-propenyloxy)methyl]-2-furanmethanol (0.04 mole) and 7.12 g of 2-chloro-N,N-dipropylacetamide (0.02 mole) are dissolved in 200 ml of dry dimethyl sulfoxide and the mixture stirred at room temperature under nitrogen. Slowly, 0.50 g of sodium hydride (0.02 mole) is added to the dimethyl sulfoxide mixture and the reaction allowed to stir at ambient temperature (23°). After stirring for 10 minutes an exothermic reaction begins to take place and an ice-bath is u...